Dataset: the Open Reaction Database (ORD), a public repository of structured organic reaction records. Task: describe an organic reaction: reactants, conditions, products, and yield Starting materials: C(C1=CC=CC=C1)(=O)NC(=NCCCCC1=NC=CC=C1OC)NCCCC=1N=CNC1 (N1 -benzoyl-N2 -[4-(3-methoxy-pyridin-2-yl)butyl]-N3 -[3-(1H-imidazol-4-yl)propyl]guanidine), Cl (hydrochloric acid). Run in O (water). Yields the product Cl.Cl.Cl.COC=1C(=NC=CC1)CCCCNC(=NCCCC=1N=CNC1)N (N1 -[4-(3-Methoxy-pyridin-2-yl)butyl]-N2 -[3-(1H-imidazol-4-yl)propyl]guanidine trihydrochloride). RXN SMILES: C([NH:9][C:10]([NH:24][CH2:25][CH2:26][CH2:27][C:28]1[N:29]=[CH:30][NH:31][CH:32]=1)=[N:11][CH2:12][CH2:13][CH2:14][CH2:15][C:16]1[C:21]([O:22][CH3:23])=[CH:20][CH:19]=[CH:18][N:17]=1)(=O)C1C=CC=CC=1.[ClH:33]>O>[ClH:33].[ClH:33].[ClH:33].[CH3:23][O:22][C:21]1[C:16]([CH2:15][CH2:14][CH2:13][CH2:12][NH:11][C:10]([NH2:9])=[N:24][CH2:25][CH2:26][CH2:27][C:28]2[N:29]=[CH:30][NH:31][CH:32]=2)=[N:17][CH:18]=[CH:19][CH:20]=1 |f:3.4.5.6|. Procedure: 0.75 g (1.7 mmol) of N1 -benzoyl-N2 -[4-(3-methoxy-pyridin-2-yl)butyl]-N3 -[3-(1H-imidazol-4-yl)propyl]guanidine and 15 ml of conc. hydrochloric acid are boiled under reflux for 18 hours. After cooling, the reaction mixture is diluted to 30 ml with water and extracted with 4×25 ml diethylether. The aqueous phase is then filtered and concentrated by evaporation under vacuum. The residue is taken up twice with 20 ml of absolute ethanol and again concentrated by evaporation. 0.74 g (98%) of a colou... The reactants are OC1(C=2C=CC=CC2C=2NC(C=NC21)=O)C2=CC=CC=C2 (9-Hydroxy-9-phenyl-9H-indeno[1,2-b]pyrazin-3(4H)-one), C(C)(=O)OC(C)=O (acetic anhydride), OO (hydrogen peroxide). The solvent is C(C)(=O)O (acetic acid). Yields the product C(C)(=O)OC1(C=2C=CC=CC2C=2NC(C=NC21)=O)C2=CC=CC=C2 (9-Acetoxy-9-phenyl-9 H-indeno[1,2-b]pyrazin-3(4H) -one). As a reaction SMILES: [OH:1][C:2]1([C:16]2[CH:21]=[CH:20][CH:19]=[CH:18][CH:17]=2)[C:14]2[N:13]=[CH:12][C:11](=[O:15])[NH:10][C:9]=2[C:8]2[CH:7]=[CH:6][CH:5]=[CH:4][C:3]1=2.[C:22](OC(=O)C)(=[O:24])[CH3:23].OO>C(O)(=O)C>[C:22]([O:1][C:2]1([C:16]2[CH:17]=[CH:18][CH:19]=[CH:20][CH:21]=2)[C:14]2[N:13]=[CH:12][C:11](=[O:15])[NH:10][C:9]=2[C:8]2[CH:7]=[CH:6][CH:5]=[CH:4][C:3]1=2)(=[O:24])[CH3:23]. Procedure: 9-Hydroxy-9-phenyl-9H-indeno[1,2-b]pyrazin-3(4H)-one (0.24 g) was stirred with a mixture of acetic acid (3 ml), acetic anhydride (3 ml) and hydrogen peroxide (0.42 ml) at room temperature for 3 weeks. The resulting very complex mixture was evaporated and treated with water resulting in precipitation of 200 mg of a crystalline mixture. Purification on silica gel column using methylene chloride/methanol: (9/1) as eluent resulted in 70 mg of a compound which was recrystallized from ethanol. Yield 4... Reactants: CO, O=S(Cl)Cl, O=C(O)Cc1ccc(-c2ccccc2)cc1. The product is COC(=O)Cc1ccc(-c2ccccc2)cc1. RXN SMILES: [CH3:21][OH:22].[S:17]([Cl:18])([Cl:19])=[O:20].[c:1]1(-[c:11]2[cH:12][cH:13][cH:14][cH:15][cH:16]2)[cH:2][cH:3][c:4]([CH2:7][C:8](=[O:9])[OH:10])[cH:5][cH:6]1>>[c:1]1(-[c:11]2[cH:12][cH:13][cH:14][cH:15][cH:16]2)[cH:2][cH:3][c:4]([CH2:7][C:8]([O:9][CH3:21])=[O:10])[cH:5][cH:6]1. Starting materials: O=C1CCC(=O)N1Br, ClC(Cl)(Cl)Cl, Cc1c(F)cc2sccc2c1F. The product is Fc1cc2sccc2c(F)c1CBr. As a reaction SMILES: [Br:13][N:14]1[C:15](=[O:16])[CH2:17][CH2:18][C:19]1=[O:20].[C:21]([Cl:22])([Cl:23])([Cl:24])[Cl:25].[F:1][c:2]1[c:3]([CH3:12])[c:4]([F:11])[cH:5][c:6]2[s:7][cH:8][cH:9][c:10]12>>[F:1][c:2]1[c:3]([CH2:12][Br:13])[c:4]([F:11])[cH:5][c:6]2[s:7][cH:8][cH:9][c:10]12. Starting materials: C(C)OC(C1=C(C=CC(=C1)CN1CCC(CC1)C1=CNC2=CC=CC=C12)F)=O (2-fluoro-5-[4-(1H-indol-3-yl)-piperidin-1-ylmethyl]-benzoic acid ethyl ester), Cl.ClCC=1C=NC=CC1 (3-chloromethyl-pyridine hydrochloride). Yields the product FC1=C(C(=O)O)C=C(C=C1)CN1CCC(CC1)C1=CN(C2=CC=CC=C12)CC=1C=NC=CC1 (2-fluoro-5-[4-(1-pyridin-3-ylmethyl-1H-indol-3-yl)-piperidin-1-ylmethyl]-benzoic acid). As a reaction SMILES: C([O:3][C:4](=[O:28])[C:5]1[CH:10]=[C:9]([CH2:11][N:12]2[CH2:17][CH2:16][CH:15]([C:18]3[C:26]4[C:21](=[CH:22][CH:23]=[CH:24][CH:25]=4)[NH:20][CH:19]=3)[CH2:14][CH2:13]2)[CH:8]=[CH:7][C:6]=1[F:27])C.Cl.Cl[CH2:31][C:32]1[CH:33]=[N:34][CH:35]=[CH:36][CH:37]=1>>[F:27][C:6]1[CH:7]=[CH:8][C:9]([CH2:11][N:12]2[CH2:17][CH2:16][CH:15]([C:18]3[C:26]4[C:21](=[CH:22][CH:23]=[CH:24][CH:25]=4)[N:20]([CH2:31][C:32]4[CH:33]=[N:34][CH:35]=[CH:36][CH:37]=4)[CH:19]=3)[CH2:14][CH2:13]2)=[CH:10][C:5]=1[C:4]([OH:3])=[O:28] |f:1.2|. Procedure details: This compound was prepared following the procedure described in example 1 (part E) starting with 0.063 g (0.17 mmol) of 2-fluoro-5-[4-(1H-indol-3-yl)-piperidin-1-ylmethyl]-benzoic acid ethyl ester and 0.035 mg (0.21 mmol) of 3-chloromethyl-pyridine hydrochloride. After the described purification, 0.053 g (71% of yield) of the expected acid was obtained. Reactants: C1(=CC=CC=C1)CC(=O)NC1[C@@H]2N(C(C(=CS2)CO)C(=O)O)C1=O (7-(2-phenylacetamido)-3-hydroxymethyl-2-cephem-4-carboxylic acid), [H][H] (hydrogen). Reagents/catalysts: [C].[Pd] (palladium carbon). Run in C(C)(=O)O (acetic acid), O (water), C(C)(=O)O (acetic acid). Run at time 5 hour. Yields the product C1(=CC=CC=C1)CC(=O)NC1[C@@H]2N(C(C(CS2)CO)C(=O)O)C1=O (7-(2-phenylacetamido)-3-hydroxymethylcepham-4-carboxylic acid). Yield: 73.3%. RXN SMILES: [C:1]1([CH2:7][C:8]([NH:10][CH:11]2[C:23](=[O:24])[N:13]3[CH:14]([C:20]([OH:22])=[O:21])[C:15]([CH2:18][OH:19])=[CH:16][S:17][C@H:12]23)=[O:9])[CH:6]=[CH:5][CH:4]=[CH:3][CH:2]=1.[H][H]>C(O)(=O)C.O.[C].[Pd]>[C:1]1([CH2:7][C:8]([NH:10][CH:11]2[C:23](=[O:24])[N:13]3[CH:14]([C:20]([OH:22])=[O:21])[CH:15]([CH2:18][OH:19])[CH2:16][S:17][C@H:12]23)=[O:9])[CH:2]=[CH:3][CH:4]=[CH:5][CH:6]=1 |f:4.5|. Procedure details: A suspension of palladium carbon (20 g.) in acetic acid (50 ml.) was added to a solution of 7-(2-phenylacetamido)-3-hydroxymethyl-2-cephem-4-carboxylic acid (19.0 g.) in acetic acid (150 ml.) and water (50 ml.). The solution was subjected to catalytic reduction in the presence of hydrogen gas of 20 kg./cm2 at 70° C. for 5 hours. After filtration, the filtrate was concentrated in vacuo. The residue was dissolved in aqueous solution of sodium bicarbonate, washed with ethyl acetate, adjusted to pH ... Reactants: C(C)(=O)CCNC1=C(C=C(C=C1)C(COC1=CC(=C(C(=O)OCC=C)C=C1)O)=NO)C(C)(C)C (allyl 4-{2-[4-(acetylethylamino)-3-tert-butylphenyl]-2-hydroxyiminoethoxy}-2-hydroxybenzoate), N1CCOCC1 (morpholine). Reagents/catalysts: C=1C=CC(=CC1)[P](C=2C=CC=CC2)(C=3C=CC=CC3)[Pd]([P](C=4C=CC=CC4)(C=5C=CC=CC5)C=6C=CC=CC6)([P](C=7C=CC=CC7)(C=8C=CC=CC8)C=9C=CC=CC9)[P](C=1C=CC=CC1)(C=1C=CC=CC1)C=1C=CC=CC1 (tetrakis(triphenylphosphine)palladium). Product: C(C)(=O)CCNC1=C(C=C(C=C1)C(COC1=CC(=C(C(=O)O)C=C1)O)=O)C(C)(C)C (4-{2-[4-(Acetylethylamino)-3-tert-butylphenyl]-2-oxoethoxy}-2-hydroxybenzoic acid). The yield is 59.0%. Reaction SMILES: [C:1]([CH2:4][CH2:5][NH:6][C:7]1[CH:12]=[CH:11][C:10]([C:13](=NO)[CH2:14][O:15][C:16]2[CH:27]=[CH:26][C:19]([C:20]([O:22]CC=C)=[O:21])=[C:18]([OH:28])[CH:17]=2)=[CH:9][C:8]=1[C:31]([CH3:34])([CH3:33])[CH3:32])(=[O:3])[CH3:2].N1CC[O:38]CC1>C1C=CC([P]([Pd]([P](C2C=CC=CC=2)(C2C=CC=CC=2)C2C=CC=CC=2)([P](C2C=CC=CC=2)(C2C=CC=CC=2)C2C=CC=CC=2)[P](C2C=CC=CC=2)(C2C=CC=CC=2)C2C=CC=CC=2)(C2C=CC=CC=2)C2C=CC=CC=2)=CC=1>[C:1]([CH2:4][CH2:5][NH:6][C:7]1[CH:12]=[CH:11][C:10]([C:13](=[O:38])[CH2:14][O:15][C:16]2[CH:27]=[CH:26][C:19]([C:20]([OH:22])=[O:21])=[C:18]([OH:28])[CH:17]=2)=[CH:9][C:8]=1[C:31]([CH3:34])([CH3:33])[CH3:32])(=[O:3])[CH3:2] |^1:44,46,65,84|. Procedure: In a manner similar to that of Example 5.h, by reaction of 380 mg (0.8 mmol) of allyl 4-{2-[4-(acetylethylamino)-3-tert-butylphenyl]-2-hydroxyiminoethoxy}-2-hydroxybenzoate with 48 mg (0.04 mmol) of tetrakis(triphenylphosphine)palladium and 73 μl (0.8 mmol) of morpholine. A white powder is obtained (m.p.=199° C., m=200 mg, yield=59%); (1H NMR (DMSO): 1.05-1.08 (t, 3H); 1.29 (s, 9H); 1.64 (s, 3H); 2.7-2.8 (m, 1H); 4.1-4.2 (m, 1H); 5.34 (s, 2H); 6.44-6.47 (dd, J=6.8 Hz, J′=2.2 Hz, 1H); 6.53 (d, J=...